Dataset: the Open Reaction Database (ORD), a public repository of structured organic reaction records. Task: describe an organic reaction: reactants, conditions, products, and yield Starting materials: F[B-](F)(F)F, CN1CCCC1=O, CCOC(C)=O, CCN(C(C)C)C(C)C, CNC1CN(C(=O)C2CCN(C(=O)C3(C)CC3)CC2)CC1c1ccc(Cl)c(Cl)c1, O=C(O)CCC(F)(F)F, CN(C)C(On1nnc2ccccc21)=[N+](C)C. The product is CN(C(=O)CCC(F)(F)F)C1CN(C(=O)C2CCN(C(=O)C3(C)CC3)CC2)CC1c1ccc(Cl)c(Cl)c1. Reaction SMILES: [B-:10]([F:11])([F:12])([F:13])[F:14].[CH3:70][N:71]1[CH2:72][CH2:73][CH2:74][C:75]1=[O:76].[CH3:77][CH2:78][O:79][C:80](=[O:81])[CH3:82].[CH:32]([N:33]([CH2:34][CH3:35])[CH:36]([CH3:37])[CH3:38])([CH3:39])[CH3:40].[Cl:41][c:42]1[cH:43][c:44]([CH:49]2[CH2:50][N:51]([C:56](=[O:57])[CH:58]3[CH2:59][CH2:60][N:61]([C:64](=[O:65])[C:66]4([CH3:69])[CH2:67][CH2:68]4)[CH2:62][CH2:63]3)[CH2:52][CH:53]2[NH:54][CH3:55])[cH:45][cH:46][c:47]1[Cl:48].[F:1][C:2]([CH2:3][CH2:4][C:5](=[O:6])[OH:7])([F:8])[F:9].[n:15]1([O:16][C:17]([N:18]([CH3:19])[CH3:20])=[N+:21]([CH3:22])[CH3:23])[c:24]2[cH:25][cH:26][cH:27][cH:28][c:29]2[n:30][n:31]1>>[F:1][C:2]([CH2:3][CH2:4][C:5](=[O:6])[N:54]([CH:53]1[CH:49]([c:44]2[cH:43][c:42]([Cl:41])[c:47]([Cl:48])[cH:46][cH:45]2)[CH2:50][N:51]([C:56](=[O:57])[CH:58]2[CH2:59][CH2:60][N:61]([C:64](=[O:65])[C:66]3([CH3:69])[CH2:67][CH2:68]3)[CH2:62][CH2:63]2)[CH2:52]1)[CH3:55])([F:8])[F:9]. Starting materials: Cl.C12(CC3CC(CC(C1)C3)C2)CCN (Tricyclo[3.3.1.13,7]decane-1-ethanamine, hydrochloride salt), C(C)(C)N(C(C)C)CC (N,N-diisopropylethylamine), C(=O)(O)C=1C=C(C=CC1Cl)N1CCN(CCC1)C(=O)OC(C)(C)C (4-(3-carboxy-4-chlorophenyl)hexahydro-1H-1,4-diazepine-1-carboxylic acid, 1,1-dimethylethyl ester), C(=O)(N1C=NC=C1)N1C=NC=C1 (carbonyldiimidazole). Run in CN(C=O)C (dimethylformamide), O (water). Run at time 14 hour. The product is ClC1=C(C=C(C=C1)N1CCN(CCC1)C(=O)OC(C)(C)C)C(=O)NCCC12CC3CC(CC(C1)C3)C2 (4-[4-Chloro-3-[[(2-tricyclo[3.3.1.13,7]dec-1-ylethyl)amino]carbonyl]phenyl]hexahydro-1H-1,4-diazepine-1-carboxylic acid, 1,1-dimethylethyl ester). Isolated yield 49.2%. RXN SMILES: [C:1]([C:4]1[CH:5]=[C:6]([N:11]2[CH2:17][CH2:16][CH2:15][N:14]([C:18]([O:20][C:21]([CH3:24])([CH3:23])[CH3:22])=[O:19])[CH2:13][CH2:12]2)[CH:7]=[CH:8][C:9]=1[Cl:10])([OH:3])=O.C(N1C=CN=C1)(N1C=CN=C1)=O.Cl.[C:38]12([CH2:48][CH2:49][NH2:50])[CH2:47][CH:42]3[CH2:43][CH:44]([CH2:46][CH:40]([CH2:41]3)[CH2:39]1)[CH2:45]2.C(N(CC)C(C)C)(C)C>CN(C)C=O.O>[Cl:10][C:9]1[CH:8]=[CH:7][C:6]([N:11]2[CH2:17][CH2:16][CH2:15][N:14]([C:18]([O:20][C:21]([CH3:22])([CH3:24])[CH3:23])=[O:19])[CH2:13][CH2:12]2)=[CH:5][C:4]=1[C:1]([NH:50][CH2:49][CH2:48][C:38]12[CH2:47][CH:42]3[CH2:43][CH:44]([CH2:46][CH:40]([CH2:41]3)[CH2:39]1)[CH2:45]2)=[O:3] |f:2.3|. Procedure details: A solution of 4-(3-carboxy-4-chlorophenyl)hexahydro-1H-1,4-diazepine-1-carboxylic acid, 1,1-dimethylethyl ester (0.075 g, Example 5b) and 1,140 -carbonyldiimidazole (0.034 g) in dimethylformamide (3 ml) was stirred at room temperature of 2.5 h. Tricyclo[3.3.1.13,7]decane-1-ethanamine, hydrochloride salt (0.045 g) and N,N-diisopropylethylamine (0.037 ml) were then added and stirring continued for 14 h. The reaction mixture was poured into water and extracted with ethyl acetate three times. The et... Reactants: COC(=O)c1ccc(OCc2sc(-c3ccc(C(F)(F)F)cc3)nc2C)cc1, CO, NN, O. The product is Cc1nc(-c2ccc(C(F)(F)F)cc2)sc1COc1ccc(C(=O)NN)cc1. Reaction SMILES: [CH3:1][O:2][C:3]([c:4]1[cH:5][cH:6][c:7]([O:10][CH2:11][c:12]2[c:13]([CH3:27])[n:14][c:15](-[c:17]3[cH:18][cH:19][c:20]([C:23]([F:24])([F:25])[F:26])[cH:21][cH:22]3)[s:16]2)[cH:8][cH:9]1)=[O:28].[CH3:32][OH:33].[NH2:29][NH2:30].[OH2:31]>>[O:2]=[C:3]([c:4]1[cH:5][cH:6][c:7]([O:10][CH2:11][c:12]2[c:13]([CH3:27])[n:14][c:15](-[c:17]3[cH:18][cH:19][c:20]([C:23]([F:24])([F:25])[F:26])[cH:21][cH:22]3)[s:16]2)[cH:8][cH:9]1)[NH:29][NH2:30]. Reactants: [N+](=[N-])=CC(=O)OCC (ethyl diazoacetate), C(C)O (ethanol). The reagents and catalysts are CC(=O)O.CC(=O)O.CC(=O)O.CC(=O)O.[Rh].[Rh] (rhodium (II) acetate dimer). Solvent: ClCCl (dichloromethane). Reaction conditions: time 40 minute. Yields the product C(C)OC(COC1CCOCC1)=O ((Tetrahydropyran-4-yloxy)acetic acid ethyl ester). Reaction SMILES: [N+](=[CH:3][C:4]([O:6][CH2:7][CH3:8])=[O:5])=[N-].[CH2:9]([OH:11])[CH3:10]>ClCCl.CC(O)=O.CC(O)=O.CC(O)=O.CC(O)=O.[Rh].[Rh]>[CH2:7]([O:6][C:4](=[O:5])[CH2:3][O:11][CH:9]1[CH2:3][CH2:4][O:6][CH2:7][CH2:10]1)[CH3:8] |f:3.4.5.6.7.8|. Reported procedure: To a solution of tetrahydro-4H-pyran-4-one (1.0 g, 10.0 mmol) in cold (0° C.) THF is added 1.0M lithium aluminum hydride in THF (5 mL, 5.0 mmol). The reaction mixture is stirred at 0° C. for 15 min. followed by the sequential addition of water (0.190 mL), 5M sodium hydroxide (0.190 mL), and water (0.190 mL) and Et2O. The mixture is filtered, and the filtrate is evaporated to give tetrahydro-4H-pyran-4-ol, which is dissolved in dichloromethane (30 mL). To the solution is added rhodium (II) acetat... Starting materials: IC1=CC(=CC2=C1N(C=N2)C2=CC=CC=C2)C(F)(F)F (7-iodo-1-phenyl-5-trifluoromethylbenzimidazole), C(C)(=O)C=1C=C(C=CC1)B(O)O (3-acetylphenyl boronic acid), C(CCO)O (1,3-propanediol), C([O-])([O-])=O.[K+].[K+] (potassium carbonate). The reagents and catalysts are Cl[Pd]([P](C1=CC=CC=C1)(C2=CC=CC=C2)C3=CC=CC=C3)([P](C4=CC=CC=C4)(C5=CC=CC=C5)C6=CC=CC=C6)Cl (bis(triphenylphosphin)palladium dichloride). Solvent: C(OC)COC (dimethoxyethane), O (water). The product is C(C)(=O)C=1C=C(C=CC1)C1=CC(=CC2=C1N(C=N2)C2=CC=CC=C2)C(F)(F)F (7-(3-Acetylphenyl)-1-phenyl-5-trifluoromethylbenzimidazole). As a reaction SMILES: I[C:2]1[C:7]2[N:8]([C:11]3[CH:16]=[CH:15][CH:14]=[CH:13][CH:12]=3)[CH:9]=[N:10][C:6]=2[CH:5]=[C:4]([C:17]([F:20])([F:19])[F:18])[CH:3]=1.[C:21]([C:24]1[CH:25]=[C:26](B(O)O)[CH:27]=[CH:28][CH:29]=1)(=[O:23])[CH3:22].C(O)CCO.C(=O)([O-])[O-].[K+].[K+]>C(COC)OC.O.Cl[Pd](Cl)([P](C1C=CC=CC=1)(C1C=CC=CC=1)C1C=CC=CC=1)[P](C1C=CC=CC=1)(C1C=CC=CC=1)C1C=CC=CC=1>[C:21]([C:24]1[CH:29]=[C:28]([C:2]2[C:7]3[N:8]([C:11]4[CH:16]=[CH:15][CH:14]=[CH:13][CH:12]=4)[CH:9]=[N:10][C:6]=3[CH:5]=[C:4]([C:17]([F:20])([F:19])[F:18])[CH:3]=2)[CH:27]=[CH:26][CH:25]=1)(=[O:23])[CH3:22] |f:3.4.5,^1:53,72|. Procedure details: A mixture of 7-iodo-1-phenyl-5-trifluoromethylbenzimidazole (7.38 g, 19 mmol), 3-acetylphenyl boronic acid (4.67 g, 28.5 mmol), 1,3-propanediol (6.8 ml, 95 mmol), potassium carbonate (13.1 g, 95 mmol) and bis(triphenylphosphin)palladium dichloride (200 mg, 0.28 mmol) in a mixture of dimethoxyethane (60 ml) and water (30 ml) was stirred at reflux in a nitrogen atmosphere for 1 hour. The cooled reaction mixture was filtered through a pad of Celite and the filter was rinsed with ethyl acetate. The ... As a reaction SMILES: [N:1]1([C:10]2[N:18]=[C:17]([Cl:19])[N:16]=[C:15]3[C:11]=2[N:12]=[CH:13][NH:14]3)[C:5]2[CH:6]=[CH:7][CH:8]=[CH:9][C:4]=2[N:3]=[CH:2]1.[NH:20]1[CH2:25][CH2:24][O:23][CH2:22][CH2:21]1>CS(C)=O>[ClH:19].[ClH:19].[N:1]1([C:10]2[N:18]=[C:17]([N:20]3[CH2:25][CH2:24][O:23][CH2:22][CH2:21]3)[N:16]=[C:15]3[C:11]=2[N:12]=[CH:13][NH:14]3)[C:5]2[CH:6]=[CH:7][CH:8]=[CH:9][C:4]=2[N:3]=[CH:2]1 |f:3.4.5|. Solvent: CS(=O)C (DMSO). Reported procedure: 230 mg of product obtained in stage 1 above are mixed with 3 ml of DMSO and 370 mg (5 equivalents) of morpholine, and the mixture is then heated at 120° C. for approximately 16 hours. The mixture is allowed to return to ambient temperature. The DMSO is concentrated to dryness. A paste is formed in CH2Cl2 (methylene chloride). Drying is carried out under vacuum. The dry product is taken up in 5 ml of HCl (8M) and 10 ml of ethanol and concentrated to dryness, and 209 mg of expected product are obt... Conditions: temperature 120 celsius. Product: Cl.Cl.N1(C=NC2=C1C=CC=C2)C2=C1N=CNC1=NC(=N2)N2CCOCC2 (6-(1H-benzimidazol-1-yl)-2-(4-morpholinyl)-9H-purine dihydrochloride). Starting materials: N1(C=NC2=C1C=CC=C2)C2=C1N=CNC1=NC(=N2)Cl (6-(1H-benzimidazol-1-yl)-2-chloro-9H-purine), N1CCOCC1 (morpholine). The reactants are O1C(=O)C=CC2=CC=CC=C12 (coumarin), O1C(=O)C=CC2=CC=CC=C12 (coumarin), N1=CC=CC=C1 (pyridine). Solvent: O1CCOCC1 (dioxane). Product: N1=CC=CC=C1.NC=1C(OC2=CC=CC=C2C1)=O (pyridine aminocoumarin). As a reaction SMILES: [O:1]1[C:11]2[C:6](=[CH:7][CH:8]=[CH:9][CH:10]=2)[CH:5]=[CH:4][C:2]1=[O:3].[N:12]1[CH:17]=[CH:16][CH:15]=[CH:14][CH:13]=1>O1CCOCC1>[N:12]1[CH:17]=[CH:16][CH:15]=[CH:14][CH:13]=1.[NH2:12][C:4]1[C:2](=[O:3])[O:1][C:11]2[C:6]([CH:5]=1)=[CH:7][CH:8]=[CH:9][CH:10]=2 |f:3.4|. Reported procedure: A 2-neck-flask provided with a drying tube and a dropping means in a water bath of a temperature of from 20° to 25° C. is charged with 1 mmol coumarin, and 60 ml of dioxane are added while stirring (with a magnetic stirrer) to dissolve the coumarin. Then 1,1 mmol pyridine are added while stirring, whereby a precipitate of a pyridine-aminocoumarin-complex is formed. Then 1,1 mmol phenylacetyl chloride, dissolved in 2 ml dioxane, are added dropwise within 2 minutes. The reaction mixture is stirred...